This data is from the Open Reaction Database (ORD), a public repository of structured organic reaction records. The task is: describe an organic reaction: reactants, conditions, products, and yield Reactants: [NH4+].[Cl-] (NH4Cl), ClC1=NC(=NC=C1C(=O)OCC)SC (Ethyl 4-chloro-2-methylthio-5-pyrimidine carboxylate). Reagents/catalysts: [Zn] (Zn). The solvent is C1=CC=CC=C1 (benzene). Run at temperature 80 celsius. Yields the product CSC1=NC=C(C=N1)C(=O)OCC (Ethyl 2-(methylthio)pyrimidine-5-carboxylate), oil. Yield: 61.0%. As a reaction SMILES: Cl[C:2]1[C:7]([C:8]([O:10][CH2:11][CH3:12])=[O:9])=[CH:6][N:5]=[C:4]([S:13][CH3:14])[N:3]=1.[NH4+].[Cl-]>[Zn].C1C=CC=CC=1>[CH3:14][S:13][C:4]1[N:3]=[CH:2][C:7]([C:8]([O:10][CH2:11][CH3:12])=[O:9])=[CH:6][N:5]=1 |f:1.2|. Procedure: Ethyl 4-chloro-2-methylthio-5-pyrimidine carboxylate (12.5 g, 53.88 mmol) and Zn powder (14.1 g, 215.52 mmol) were combined and benzene (60 ml) and 3M NH4Cl (140 ml) were added. The suspension was stirred vigorously and heated to 80° C. for 30 h. The reaction mixture was filtered through celite and washed with EtOAc (200 ml). The filtrate was concentrated in vacuo to about 50 ml and then partitioned between H2O (400 ml) and EtOAc (400 ml). The aqueous layer was further extracted with EtOAc (250 ... Reactants: Fc1cc(F)c(Br)cc1F, CC(C)(C)OC(=O)N1CCC(ON=C2CCNCC2)CC1, CS(C)=O, CCOC(C)=O, CCN(C(C)C)C(C)C, Cl. The product is CC(C)(C)OC(=O)N1CCC(ON=C2CCN(c3cc(F)c(Br)cc3F)CC2)CC1. As a reaction SMILES: [Br:22][c:23]1[c:24]([F:31])[cH:25][c:26]([F:30])[c:27]([F:29])[cH:28]1.[C:1]([CH3:2])([CH3:3])([CH3:4])[O:5][C:6](=[O:7])[N:8]1[CH2:9][CH2:10][CH:11]([O:14][N:15]=[C:16]2[CH2:17][CH2:18][NH:19][CH2:20][CH2:21]2)[CH2:12][CH2:13]1.[CH3:42][S:43]([CH3:44])=[O:45].[CH3:46][CH2:47][O:48][C:49]([CH3:50])=[O:51].[CH:32]([N:33]([CH2:34][CH3:35])[CH:36]([CH3:37])[CH3:38])([CH3:39])[CH3:40].[ClH:41]>>[C:1]([CH3:2])([CH3:3])([CH3:4])[O:5][C:6](=[O:7])[N:8]1[CH2:9][CH2:10][CH:11]([O:14][N:15]=[C:16]2[CH2:17][CH2:18][N:19]([c:26]3[cH:25][c:24]([F:31])[c:23]([Br:22])[cH:28][c:27]3[F:29])[CH2:20][CH2:21]2)[CH2:12][CH2:13]1. Reactants: NC1=NC=C(C(=N1)N)CO (2,4-diamino-5-hydroxymethylpyrimidine), C(C)(=O)O (acetic acid), Cl (hydrochloric acid), NC1=C(C=CC2=CC=C(C=C12)OC)OC (1-amino-2,7-dimethoxynaphthalene). Run in CC(=O)C (acetone). Product: Cl.Cl.NC1=NC=C(C(=N1)N)CC1=CC(=C(C2=CC(=CC=C12)OC)N)OC (2,4-Diamino-5-(4-amino-3,6-dimethoxy-1-naphthylmethyl)pyrimidine dihydrochloride). Isolated yield 78.0%. As a reaction SMILES: [NH2:1][C:2]1[C:11]2[C:6](=[CH:7][CH:8]=[C:9]([O:12][CH3:13])[CH:10]=2)[CH:5]=[CH:4][C:3]=1[O:14][CH3:15].[NH2:16][C:17]1[N:22]=[C:21]([NH2:23])[C:20]([CH2:24]O)=[CH:19][N:18]=1.C(O)(=O)C.[ClH:30]>CC(C)=O>[ClH:30].[ClH:30].[NH2:16][C:17]1[N:22]=[C:21]([NH2:23])[C:20]([CH2:24][C:5]2[C:6]3[C:11](=[CH:10][C:9]([O:12][CH3:13])=[CH:8][CH:7]=3)[C:2]([NH2:1])=[C:3]([O:14][CH3:15])[CH:4]=2)=[CH:19][N:18]=1 |f:5.6.7|. Reported procedure: A mixture of 1-amino-2,7-dimethoxynaphthalene (2.03 g, 10.00 mmol) [O. Fischer and W. Kern, J. Prakt. Chem., 94, 34(1916)], 2,4-diamino-5-hydroxymethylpyrimidine (1.40 g, 10.0 mmol), glacial acetic acid (20 mL) and concentrated hydrochloric acid (1.4 mL) was refluxed for 2 hr. The cooled reaction mixture was diluted with acetone and the resulting precipitate was collected and dried giving the title compound as a grey solid (3.40 g, 78%). Recrystallization from aqueous ethanol with concentrated H... Starting materials: resultant solution, Cl.N1(N=CC=C1)C(N)=N (1H-pyrazole-1-carboximidamide hydrochloride), C(C)(C)N(C(C)C)CC (N,N-diisopropylethylamine), Cl.N1(N=CC=C1)C(N)=N (1H-pyrazole-1-carboximidamide hydrochloride), C(C)(C)N(C(C)C)CC (N,N-diisopropylethylamine), CN(C=O)C (N,N-dimethylformamide), CNCCC(=O)NCCCC[P+](C1=CC=CC=C1)(C1=CC=CC=C1)C1=CC=CC=C1.[Br-] (N3-methyl-N-[4-(triphenylphosphonio)butyl]-β-alaninamide bromide), CN(C=O)C (N,N-dimethylformamide). Run at time 8 hour. Yields the product NC(N(CCC(=O)NCCCC[P+](C1=CC=CC=C1)(C1=CC=CC=C1)C1=CC=CC=C1)C)=N.[Br-] (N3-[amino(imino)methyl]-N3-methyl-N-[4-(triphenylphosphonio)butyl]-β-alaninamide bromide). RXN SMILES: CNCCC(NC[CH2:9][CH2:10][CH2:11][P+:12]([C:25]1[CH:30]=[CH:29][CH:28]=[CH:27][CH:26]=1)([C:19]1[CH:24]=[CH:23][CH:22]=[CH:21][CH:20]=1)[C:13]1[CH:18]=[CH:17][CH:16]=[CH:15][CH:14]=1)=O.[Br-:31].Cl.[N:33]1([C:38](=[NH:40])[NH2:39])[CH:37]=[CH:36]C=N1.[CH:41](N(CC)C(C)C)(C)C.[CH3:50][N:51](C)[CH:52]=[O:53]>>[NH2:39][C:38](=[NH:40])[N:33]([CH3:41])[CH2:37][CH2:36][C:52]([NH:51][CH2:50][CH2:9][CH2:10][CH2:11][P+:12]([C:25]1[CH:30]=[CH:29][CH:28]=[CH:27][CH:26]=1)([C:13]1[CH:14]=[CH:15][CH:16]=[CH:17][CH:18]=1)[C:19]1[CH:24]=[CH:23][CH:22]=[CH:21][CH:20]=1)=[O:53].[Br-:31] |f:0.1,2.3,6.7|. Procedure: N3-methyl-N-[4-(triphenylphosphonio)butyl]-β-alaninamide bromide (980 mg, 2.0 mmol) was dissolved in N,N-dimethylformamide (2 mL). The resultant solution was treated with 1H-pyrazole-1-carboximidamide hydrochloride (315 mg, 2.15 mmol) and N,N-diisopropylethylamine (0.39 mL, 2.26 mmol). The reaction was stirred overnight at room temperature. More 1H-pyrazole-1-carboximidamide hydrochloride and N,N-diisopropylethylamine can be added to effect further conversion. The reaction mixture in N,N-dimethy... Starting materials: NCCc1ccccc1, COc1ccc(C=O)c(OCCCN2CCOCC2)c1, Cc1ccccc1. The product is COc1ccc(C=NCCc2ccccc2)c(OCCCN2CCOCC2)c1. As a reaction SMILES: [CH2:21]([CH2:22][c:23]1[cH:24][cH:25][cH:26][cH:27][cH:28]1)[NH2:29].[CH3:1][O:2][c:3]1[cH:4][c:5]([O:11][CH2:12][CH2:13][CH2:14][N:15]2[CH2:16][CH2:17][O:18][CH2:19][CH2:20]2)[c:6]([CH:7]=[O:8])[cH:9][cH:10]1.[CH3:30][c:31]1[cH:32][cH:33][cH:34][cH:35][cH:36]1>>[CH3:1][O:2][c:3]1[cH:4][c:5]([O:11][CH2:12][CH2:13][CH2:14][N:15]2[CH2:16][CH2:17][O:18][CH2:19][CH2:20]2)[c:6]([CH:7]=[N:29][CH2:21][CH2:22][c:23]2[cH:24][cH:25][cH:26][cH:27][cH:28]2)[cH:9][cH:10]1. Reactants: [N+](=O)([O-])C=1C=C(C(=O)C2=CC=CC=C2)C=CC1Cl (3-nitro-4-chloro-benzophenone), C(C)NC1CCCCC1 (N-ethyl-N-cyclohexylamine). The product is [N+](=O)([O-])C=1C=C(C(=O)C2=CC=CC=C2)C=CC1N(C1CCCCC1)CC (3-nitro-4-(N-ethyl-N-cyclohexylamino)-benzophenone). RXN SMILES: [N+:1]([C:4]1[CH:5]=[C:6]([CH:15]=[CH:16][C:17]=1Cl)[C:7]([C:9]1[CH:14]=[CH:13][CH:12]=[CH:11][CH:10]=1)=[O:8])([O-:3])=[O:2].[CH2:19]([NH:21][CH:22]1[CH2:27][CH2:26][CH2:25][CH2:24][CH2:23]1)[CH3:20]>>[N+:1]([C:4]1[CH:5]=[C:6]([CH:15]=[CH:16][C:17]=1[N:21]([CH2:19][CH3:20])[CH:22]1[CH2:27][CH2:26][CH2:25][CH2:24][CH2:23]1)[C:7]([C:9]1[CH:14]=[CH:13][CH:12]=[CH:11][CH:10]=1)=[O:8])([O-:3])=[O:2]. Procedure: 13 g. of 3-nitro-4-chloro-benzophenone are reacted with 15 ml. of N-ethyl-N-cyclohexylamine as described in Example 2. The crude product is recrystallized from n-hexane to yield 15.3 g of pure, crystalline 3-nitro-4-(N-ethyl-N-cyclohexylamino)-benzophenone; m.p. 91.5°-92° C. The reactants are CO, [Na+], O=CC(O)C(O)C(O)C(O)CO, [OH-], O, Cc1ccc(O)c(-n2nc3ccccc3[n+]2[O-])c1, O=S(=O)(O)O, O=C1c2ccccc2-c2ccccc21. Product: Cc1ccc(O)c(-n2nc3ccccc3n2)c1. RXN SMILES: [CH3:53][OH:54].[Na+:2].[O:17]=[CH:18][CH:19]([CH:20]([CH:21]([CH:22]([CH2:23][OH:24])[OH:25])[OH:26])[OH:27])[OH:28].[OH-:1].[OH2:52].[OH:29][c:30]1[c:31](-[n:37]2[n:38][c:39]3[c:40]([n+:41]2[O-:42])[cH:43][cH:44][cH:45][cH:46]3)[cH:32][c:33]([CH3:36])[cH:34][cH:35]1.[S:47](=[O:48])(=[O:49])([OH:50])[OH:51].[cH:3]1[c:4]2[c:13]([cH:14][cH:15][cH:16]1)-[c:8]1[c:7]([cH:12][cH:11][cH:10][cH:9]1)[C:5]2=[O:6]>>[OH:29][c:30]1[c:31](-[n:37]2[n:38][c:39]3[c:40]([n:41]2)[cH:43][cH:44][cH:45][cH:46]3)[cH:32][c:33]([CH3:36])[cH:34][cH:35]1. Reactants: O (water), BrCC(=O)OCC (Ethyl bromoacetate), iso-dipropylethylamine, COC=1C(=NC=CN1)N=C(SC)SC (methyl N-(3-methoxy-2-pyrazinyl)-(methylsulfanyl)methaneimidothioate). The solvent is C(C)#N (acetonitrile). Reaction conditions: temperature 100 celsius, time 14 hour. Yields the product COC=1C=2N(C=CN1)C(=C(N2)SC)C(=O)OCC (Ethyl 8-methoxy-2-(methylsulfanyl)imidazo[1,2-a]pyrazine-3-carboxylate). Procedure details: Ethyl bromoacetate (18.5 mL) and iso-dipropylethylamine (29 mL) were added to a solution of methyl N-(3-methoxy-2-pyrazinyl)-(methylsulfanyl)methaneimidothioate (19.1 g) in acetonitrile (42 mL), and the mixture was heated under stirring at 100° C. for 14 hours. After the reaction mixture was cooled to room temperature, water was added thereto, which was extracted with ethyl acetate, washed with water, dried over anhydrous magnesium sulfate, and evaporated. The resulting residue was washed with n... RXN SMILES: Br[CH2:2][C:3]([O:5][CH2:6][CH3:7])=[O:4].[CH3:8][O:9][C:10]1[C:11]([N:16]=[C:17](SC)[S:18][CH3:19])=[N:12][CH:13]=[CH:14][N:15]=1.O>C(#N)C>[CH3:8][O:9][C:10]1[C:11]2[N:12]([C:2]([C:3]([O:5][CH2:6][CH3:7])=[O:4])=[C:17]([S:18][CH3:19])[N:16]=2)[CH:13]=[CH:14][N:15]=1.